From a dataset of the Open Reaction Database (ORD), a public repository of structured organic reaction records. describe an organic reaction: reactants, conditions, products, and yield RXN SMILES: [CH3:32][C:33]([NH:34][NH2:35])=[O:36].[CH:1]1([N:6]2[CH2:7][CH2:8][CH:9]([O:12][c:13]3[cH:14][cH:15][c:16](-[c:19]4[c:20]5[c:21]([c:22]6[n:23]([n:24]4)[cH:25][n:26][n:27]6)[cH:28][n:29][cH:30][cH:31]5)[cH:17][cH:18]3)[CH2:10][CH2:11]2)[CH2:2][CH2:3][CH2:4][CH2:5]1>>[CH:1]1([N:6]2[CH2:7][CH2:8][CH:9]([O:12][c:13]3[cH:14][cH:15][c:16](-[c:19]4[c:20]5[c:21]([c:22]6[n:23]([n:24]4)[c:25]([CH3:32])[n:26][n:27]6)[cH:28][n:29][cH:30][cH:31]5)[cH:17][cH:18]3)[CH2:10][CH2:11]2)[CH2:2][CH2:3][CH2:4][CH2:5]1. Starting materials: CC(=O)NN, c1cc2c(-c3ccc(OC4CCN(C5CCCC5)CC4)cc3)nn3cnnc3c2cn1. Yields the product Cc1nnc2c3cnccc3c(-c3ccc(OC4CCN(C5CCCC5)CC4)cc3)nn12. The reactants are CC(C)([O-])C.[Na+] (Sodium tert-butoxide), CN1CCNCC1 (1-methyl-piperazine), [NH4+].[Cl-] (NH4Cl), C1(=CC=CC=C1)P(C1=C(C2=CC=CC=C2C=C1)C1=C(C=CC2=CC=CC=C12)P(C1=CC=CC=C1)C1=CC=CC=C1)C1=CC=CC=C1 (rac-2,2′-bis-diphenylphosphanyl-[1,1′]binaphthalenyl), C(C)(C)(C)OC(CC1=CC(=NC=C1C)Cl)=O ((2-chloro-5-methyl-pyridin-4-yl)-acetic acid tert-butyl ester). Reagents/catalysts: C(C)(=O)[O-].[Pd+2].C(C)(=O)[O-] (palladium acetate). The solvent is CCOC(=O)C (EtOAc), O1CCOCC1 (dioxane). Conditions: time 30 minute. Product: C(C)(C)(C)OC(CC1=CC(=NC=C1C)N1CCN(CC1)C)=O ([5-Methyl-2-(4-methyl-piperazin-1-yl)-pyridin-4-yl]-acetic acid tert-butyl ester). Reaction SMILES: CC(C)([O-])C.[Na+].C1(P(C2C=CC=CC=2)C2C=CC3C(=CC=CC=3)C=2C2C3C(=CC=CC=3)C=CC=2P(C2C=CC=CC=2)C2C=CC=CC=2)C=CC=CC=1.[C:53]([O:57][C:58](=[O:68])[CH2:59][C:60]1[C:65]([CH3:66])=[CH:64][N:63]=[C:62](Cl)[CH:61]=1)([CH3:56])([CH3:55])[CH3:54].[CH3:69][N:70]1[CH2:75][CH2:74][NH:73][CH2:72][CH2:71]1.[NH4+].[Cl-]>O1CCOCC1.CCOC(C)=O.C([O-])(=O)C.[Pd+2].C([O-])(=O)C>[C:53]([O:57][C:58](=[O:68])[CH2:59][C:60]1[C:65]([CH3:66])=[CH:64][N:63]=[C:62]([N:73]2[CH2:74][CH2:75][N:70]([CH3:69])[CH2:71][CH2:72]2)[CH:61]=1)([CH3:56])([CH3:55])[CH3:54] |f:0.1,5.6,9.10.11|. Reported procedure: Sodium tert-butoxide (227 mg, 2.37 mmol) is dried under high vacuum at approximately 80° C. After purging with argon and cooling to RT, palladium acetate (39 mg, 0.17 mmol), rac-2,2′-bis-diphenylphosphanyl-[1,1′]binaphthalenyl (rac-BINAP, 54 mg, 0.09 mmol) and (2-chloro-5-methyl-pyridin-4-yl)-acetic acid tert-butyl ester (520 mg, 2.15 mmol) are added. The mixture is dissolved in dioxane (7 ml, degassed with three freeze-thaw cycles under HV/argon), and 1-methyl-piperazine (237 mg, 2.37 mmol) is ...